This data is from the Open Reaction Database (ORD), a public repository of structured organic reaction records. The task is: describe an organic reaction: reactants, conditions, products, and yield Reaction SMILES: [CH2:47]([Cl:48])[Cl:49].[Na+:46].[O-:42][C:43]([OH:44])=[O:45].[O:14]1[CH2:15][CH:16]([O:22][C:23]([NH:24][CH:25]([CH:26]([CH2:27][NH:28][CH2:29][CH:30]([CH3:31])[CH3:32])[OH:33])[CH2:34][c:35]2[cH:36][cH:37][cH:38][cH:39][cH:40]2)=[O:41])[CH:17]2[CH:18]1[O:19][CH2:20][CH2:21]2.[o:1]1[cH:2][cH:3][c:4]2[c:5]1[cH:6][cH:7][c:8]([S:10](=[O:11])(=[O:12])[Cl:13])[cH:9]2>>[o:1]1[cH:2][cH:3][c:4]2[c:5]1[cH:6][cH:7][c:8]([S:10](=[O:11])(=[O:12])[N:28]([CH2:27][CH:26]([CH:25]([NH:24][C:23]([O:22][CH:16]1[CH2:15][O:14][CH:18]3[CH:17]1[CH2:21][CH2:20][O:19]3)=[O:41])[CH2:34][c:35]1[cH:36][cH:37][cH:38][cH:39][cH:40]1)[OH:33])[CH2:29][CH:30]([CH3:31])[CH3:32])[cH:9]2. Product: CC(C)CN(CC(O)C(Cc1ccccc1)NC(=O)OC1COC2OCCC12)S(=O)(=O)c1ccc2occc2c1. Starting materials: ClCCl, [Na+], O=C([O-])O, CC(C)CNCC(O)C(Cc1ccccc1)NC(=O)OC1COC2OCCC12, O=S(=O)(Cl)c1ccc2occc2c1. Reactants: CC12CCC3=C(CCc4cc(O)ccc43)C1=CCC2=O, [H][H], c1ccccc1. The product is CC12CCC3=C(CCc4cc(O)ccc43)C1CCC2=O. Reaction SMILES: [CH3:1][C:2]12[C:3](=[O:20])[CH2:4][CH:5]=[C:6]1[C:7]1=[C:8]([CH2:9][CH2:10]2)[c:11]2[cH:12][cH:13][c:14]([OH:19])[cH:15][c:16]2[CH2:17][CH2:18]1.[H:27][H:28].[cH:21]1[cH:22][cH:23][cH:24][cH:25][cH:26]1>>[CH3:1][C:2]12[C:3](=[O:20])[CH2:4][CH2:5][CH:6]1[C:7]1=[C:8]([CH2:9][CH2:10]2)[c:11]2[cH:12][cH:13][c:14]([OH:19])[cH:15][c:16]2[CH2:17][CH2:18]1. Procedure details: To a solution of 22.6 g (26.2 mL, 130 mmol) of 1-methoxy-1-trimethylsiloxy-2-methyl-1-propene and 0.1 mL of tetrabutylammonium biacetate (0.1 M in propylene carbonate) in 300 mL of THF was added dropwise 268 g (304 mL, 1.69 mole) of trimethylsilyl methacrylate. During the course of the addition the temperature of the reaction mixture rose slowly to 50° C. To increase the rate of polymerization, an additional 1.5 mL of tetrabutylammonium biacetate (0.1 M in propylene carbonate) was added in 7 por... Product: C(C(=C)C)(=O)O (methacrylic acid), b-2-phenylethyl methacrylate, C(C(=C)C)(=O)O.CCOC(COCCOCCO)O (b-ethoxytriethylene glycol methacrylate). Starting materials: C(C(=C)C)(=O)O[Si](C)(C)C (trimethylsilyl methacrylate), b-2-phenylethyl methacrylate, C(C(=C)C)(=O)O.CCOC(COCCOCCO)O (b-ethoxytriethylene glycol methacrylate), O.O.O.[F-].C(CCC)[N+](CCCC)(CCCC)CCCC (tetrabutylammonium fluoride trihydrate), C(C(=C)C)(=O)O.C(C)OC(COCCOCCO)O (ethoxytriethylene glycol methacrylate), COC(=C(C)C)O[Si](C)(C)C (1-methoxy-1-trimethylsiloxy-2-methyl-1-propene), C(CCC)[N+](CCCC)(CCCC)CCCC (tetrabutylammonium), C(C(=C)C)(=O)O[Si](C)(C)C (trimethylsilyl methacrylate), C(C(=C)C)(=O)OCCC1=CC=CC=C1 (2-phenylethyl methacrylate), C(CCC)[N+](CCCC)(CCCC)CCCC (tetrabutylammonium), C(CCC)[N+](CCCC)(CCCC)CCCC (tetrabutylammonium). RXN SMILES: C[O:2][C:3]([O:7][Si](C)(C)C)=[C:4]([CH3:6])[CH3:5].C([N+](CC[CH2:27][CH3:28])(CCCC)CCCC)CCC.[C:29]([O:34][Si](C)(C)C)(=[O:33])[C:30]([CH3:32])=[CH2:31].C(OCCC1C=CC=CC=1)(=[O:43])C(C)=C.C(O)(=O)C(C)=C.[CH2:59]([O:61][CH:62]([OH:71])[CH2:63][O:64][CH2:65][CH2:66][O:67]CCO)[CH3:60].O.O.O.[F-].C([N+](CCCC)(CCCC)CCCC)CCC>C1(=O)OC(C)CO1.C1COCC1.CO>[C:3]([OH:7])(=[O:2])[C:4]([CH3:6])=[CH2:5].[C:29]([OH:34])(=[O:33])[C:30]([CH3:32])=[CH2:31].[CH3:60][CH2:59][O:61][CH:62]([OH:71])[CH2:63][O:64][CH2:65][CH2:66][O:67][CH2:27][CH2:28][OH:43] |f:4.5,6.7.8.9.10,15.16|. Conditions: temperature 30 celsius. Solvent: CO (methanol), C1(OCC(C)O1)=O (propylene carbonate), C1CCOC1 (THF), C1(OCC(C)O1)=O (propylene carbonate), C1(OCC(C)O1)=O (propylene carbonate). Solvent: C1CCOC1 (THF). As a reaction SMILES: [Na+].[Cl:2][C:3]1[N:4]=[CH:5][N:6]([C:17]2[CH:22]=[CH:21][C:20]([S:23]([NH-:26])(=[O:25])=[O:24])=[CH:19][CH:18]=2)[C:7]=1[C:8]1[CH:13]=[CH:12][C:11]([O:14][CH2:15][CH3:16])=[CH:10][CH:9]=1.[P:27](Cl)([O:32][CH2:33][CH3:34])([O:29][CH2:30][CH3:31])=[O:28]>C1COCC1>[Cl:2][C:3]1[N:4]=[CH:5][N:6]([C:17]2[CH:22]=[CH:21][C:20]([S:23]([NH:26][P:27](=[O:28])([O:32][CH2:33][CH3:34])[O:29][CH2:30][CH3:31])(=[O:25])=[O:24])=[CH:19][CH:18]=2)[C:7]=1[C:8]1[CH:9]=[CH:10][C:11]([O:14][CH2:15][CH3:16])=[CH:12][CH:13]=1 |f:0.1|. Starting materials: [Na+].ClC=1N=CN(C1C1=CC=C(C=C1)OCC)C1=CC=C(C=C1)S(=O)(=O)[NH-] (4-[4-chloro-5-(4-ethoxyphenyl)imidazol-1-yl]benzenesulfonamide sodium salt), P(=O)(OCC)(OCC)Cl (diethyl chlorophosphate). Reported procedure: To a suspension of 4-[4-chloro-5-(4-ethoxyphenyl)imidazol-1-yl]benzenesulfonamide sodium salt (2.89 mmol) (obtained in the preceding section) in THF (12 mL), diethyl chlorophosphate (0.42 mL, 2.89 mmol) was added under argon atmosphere. The resulting solution was stirred at room temperature for 15 days. It was then concentrated to dryness and the resulting residue was partitioned between H2O and EtOAc, the suspension was filtered and the phases separated. The organic phase was dried and concentr... The yield is 15.0%. Run at time 15 day. Product: ClC=1N=CN(C1C1=CC=C(C=C1)OCC)C1=CC=C(C=C1)S(=O)(=O)NP(OCC)(OCC)=O (Diethyl N-[4-[4-chloro-5-(4-ethoxyphenyl)imidazol-1-yl]phenylsulfonyl]phosphoramidate), solid. The reactants are CN1CCNCC1, CS(C)=O, O=[N+]([O-])c1ccc(F)cc1. Yields the product CN1CCN(c2ccc([N+](=O)[O-])cc2)CC1. As a reaction SMILES: [CH3:11][N:12]1[CH2:13][CH2:14][NH:15][CH2:16][CH2:17]1.[CH3:18][S:19]([CH3:20])=[O:21].[F:1][c:2]1[cH:3][cH:4][c:5]([N+:8](=[O:9])[O-:10])[cH:6][cH:7]1>>[c:2]1([N:15]2[CH2:14][CH2:13][N:12]([CH3:11])[CH2:17][CH2:16]2)[cH:3][cH:4][c:5]([N+:8](=[O:9])[O-:10])[cH:6][cH:7]1. Starting materials: CC#N, CN=C=O, CN(C)Cc1ccc(CSCCN)o1. The product is CNC(=O)NCCSCc1ccc(CN(C)C)o1. As a reaction SMILES: [CH3:19][C:20]#[N:21].[CH3:1][N:2]=[C:3]=[O:4].[CH3:5][N:6]([CH3:7])[CH2:8][c:9]1[cH:10][cH:11][c:12]([CH2:14][S:15][CH2:16][CH2:17][NH2:18])[o:13]1>>[CH3:1][NH:2][C:3](=[O:4])[NH:18][CH2:17][CH2:16][S:15][CH2:14][c:12]1[cH:11][cH:10][c:9]([CH2:8][N:6]([CH3:5])[CH3:7])[o:13]1. Starting materials: NN1CCC(CC1)SC1=CC=CC=C1 (1-Amino-4-phenylthiopiperidine), C(C1=CC=CC=C1)(=O)O[C@H]1[C@@H](O[C@@H]([C@H]1OC(C1=CC=CC=C1)=O)COC(C1=CC=CC=C1)=O)N1C2=NC(=NC(=C2N=C1)Cl)Cl (9-(2',3',5'tri-O-benzoyl-β-D-ribofuranosyl)-2,6-dichloro-9H-purine), N (ammonia). Yields the product ClC=1N=C(C=2N=CN([C@H]3[C@H](O)[C@H](O)[C@@H](CO)O3)C2N1)NN1CCC(CC1)SC1=CC=CC=C1 (2-chloro-N-(4-phenylthio-1-piperidinyl)adenosine). The yield is 63.4%. RXN SMILES: [NH2:1][N:2]1[CH2:7][CH2:6][CH:5]([S:8][C:9]2[CH:14]=[CH:13][CH:12]=[CH:11][CH:10]=2)[CH2:4][CH2:3]1.C([O:23][C@@H:24]1[C@H:28]([O:29]C(=O)C2C=CC=CC=2)[C@@H:27]([CH2:38][O:39]C(=O)C2C=CC=CC=2)[O:26][C@H:25]1[N:48]1[CH:56]=[N:55][C:54]2[C:49]1=[N:50][C:51]([Cl:58])=[N:52][C:53]=2Cl)(=O)C1C=CC=CC=1.N>>[Cl:58][C:51]1[N:52]=[C:53]([NH:1][N:2]2[CH2:7][CH2:6][CH:5]([S:8][C:9]3[CH:14]=[CH:13][CH:12]=[CH:11][CH:10]=3)[CH2:4][CH2:3]2)[C:54]2[N:55]=[CH:56][N:48]([C:49]=2[N:50]=1)[C@@H:25]1[O:26][C@H:27]([CH2:38][OH:39])[C@@H:28]([OH:29])[C@H:24]1[OH:23]. Procedure details: 1-Amino-4-phenylthiopiperidine (1.10 g, 6.7 mmol) was reacted with 9-(2',3',5'tri-O-benzoyl-β-D-ribofuranosyl)-2,6-dichloro-9H-purine (2.5 g, 4 mmol), followed by debenzoylation of the purified product using methanolic ammonia. This provided the title 2-chloro-N-(4-phenylthio-1-piperidinyl)adenosine (1.25 g, 65%) as a foam, 1H NMR (DMSO-d6) δ3.51-3.60 (1H, m, H-5'a), 3.62-3.68 (1H, m, H-5'b), 3.95 (1H, q, H-4'), 4.14 (1H, q, H-3'), 4.50 (1H, q, H-2'), 5.08 (1H, t, 5'-OH), 5.21, 5.50 (2H, 2d, 2'-... Starting materials: C(C)(=O)[O-].[Na+] (sodium acetate), C(C)OC(CN(C1=C(C=CC(=C1)C1=NC=NC(=C1)Cl)C)CC(=O)OCC)=O (N-[5-(6-chloropyrimidin-4-yl)-2-methylphenyl]iminodiacetic acid diethyl ester). The reagents and catalysts are [C].[Pd] (palladium carbon). Solvent: C(C)O (ethanol), O1CCCC1 (tetrahydrofuran). Conditions: time 5 hour. Product: C(C)OC(CN(C1=C(C=CC(=C1)C1=NC=NC=C1)C)CC(=O)OCC)=O (N-(2-methyl-5-pyrimidin-4-ylphenyl)iminodiacetic acid diethyl ester). Yield: 73.2%. As a reaction SMILES: [CH2:1]([O:3][C:4](=[O:27])[CH2:5][N:6]([CH2:21][C:22]([O:24][CH2:25][CH3:26])=[O:23])[C:7]1[CH:12]=[C:11]([C:13]2[CH:18]=[C:17](Cl)[N:16]=[CH:15][N:14]=2)[CH:10]=[CH:9][C:8]=1[CH3:20])[CH3:2].C([O-])(=O)C.[Na+]>C(O)C.O1CCCC1.[C].[Pd]>[CH2:25]([O:24][C:22](=[O:23])[CH2:21][N:6]([CH2:5][C:4]([O:3][CH2:1][CH3:2])=[O:27])[C:7]1[CH:12]=[C:11]([C:13]2[CH:18]=[CH:17][N:16]=[CH:15][N:14]=2)[CH:10]=[CH:9][C:8]=1[CH3:20])[CH3:26] |f:1.2,5.6|. Reported procedure: The compound (696 mg, 1.78 mmol) obtained in step B was dissolved in a ethanol (25 ml)-tetrahydrofuran (2 ml) mixed solvent. Then, sodium acetate (164 mg, 2.00 mmol) and 10% palladium carbon (containing water) (0.68 g) were added, and the mixture was stirred at room temperature for 5 hr under a hydrogen atmosphere. The insoluble material was filtered off through celite, and the solution was concentrated under reduced pressure. The obtained oil was purified by silica gel column chromatography (et... Yield: 90.0%. As a reaction SMILES: [C:1]([O:5][C:6](=[O:19])[CH2:7][S:8]([C:11]1[CH:16]=[CH:15][C:14]([O:17][CH3:18])=[CH:13][CH:12]=1)(=[O:10])=[O:9])([CH3:4])([CH3:3])[CH3:2].Br[CH2:21][C:22]#[C:23][CH3:24]>>[C:1]([O:5][C:6](=[O:19])[C:7]([S:8]([C:11]1[CH:12]=[CH:13][C:14]([O:17][CH3:18])=[CH:15][CH:16]=1)(=[O:9])=[O:10])([CH2:16][C:11]#[C:12][CH3:13])[CH2:21][C:22]#[C:23][CH3:24])([CH3:4])([CH3:3])[CH3:2]. Reported procedure: 2-(4-Methoxy-benzenesulfonyl)-2-but-2-ynyl-hex-4-ynoic acid tert-butyl ester was prepared according to the procedure as outlined in Example 9. Starting from 2-(4-methoxy-benzenesulfonyl)-acetic acid tert-butyl ester (2.86 g, 10 mmol) and 1-bromo-2-butyne (2.68 g, 20 mmol), 3.50 g of the product was isolated. Yield 90%; white solid; mp 85-87° C.; MS: 391.0 (M+H)+. The reactants are C(C)(C)(C)OC(CS(=O)(=O)C1=CC=C(C=C1)OC)=O (2-(4-methoxy-benzenesulfonyl)-acetic acid tert-butyl ester), BrCC#CC (1-bromo-2-butyne). Product: C(C)(C)(C)OC(C(CC#CC)(CC#CC)S(=O)(=O)C1=CC=C(C=C1)OC)=O (2-(4-Methoxy-benzenesulfonyl)-2-but-2-ynyl-hex-4-ynoic acid tert-butyl ester), product. Starting materials: CC(C)n1cc(Br)cn1, CCCC[SnH](CCCC)CCCC, [Li]CCCC, CCOCC, [Cl-]. Yields the product CCCC[Sn](CCCC)(CCCC)c1cnn(C(C)C)c1. Reaction SMILES: [Br:6][c:7]1[cH:8][n:9][n:10]([CH:12]([CH3:13])[CH3:14])[cH:11]1.[CH2:16]([CH2:17][CH2:18][CH3:19])[SnH:20]([CH2:21][CH2:22][CH2:23][CH3:24])[CH2:25][CH2:26][CH2:27][CH3:28].[CH2:1]([Li:2])[CH2:3][CH2:4][CH3:5].[CH3:29][CH2:30][O:31][CH2:32][CH3:33].[Cl-:15]>>[c:7]1([Sn:20]([CH2:16][CH2:17][CH2:18][CH3:19])([CH2:21][CH2:22][CH2:23][CH3:24])[CH2:25][CH2:26][CH2:27][CH3:28])[cH:8][n:9][n:10]([CH:12]([CH3:13])[CH3:14])[cH:11]1.